From a dataset of the Open Reaction Database (ORD), a public repository of structured organic reaction records. describe an organic reaction: reactants, conditions, products, and yield Starting materials: COC(=O)CN, Cl, O=C(O)CCc1ccc(CCCCCCc2ccccc2)cc1. The product is COC(=O)CNC(=O)CCc1ccc(CCCCCCc2ccccc2)cc1. As a reaction SMILES: [CH3:25][O:26][C:27]([CH2:28][NH2:29])=[O:30].[ClH:24].[c:1]1([CH2:7][CH2:8][CH2:9][CH2:10][CH2:11][CH2:12][c:13]2[cH:14][cH:15][c:16]([CH2:19][CH2:20][C:21](=[O:22])[OH:23])[cH:17][cH:18]2)[cH:2][cH:3][cH:4][cH:5][cH:6]1>>[c:1]1([CH2:7][CH2:8][CH2:9][CH2:10][CH2:11][CH2:12][c:13]2[cH:14][cH:15][c:16]([CH2:19][CH2:20][C:21](=[O:23])[NH:29][CH2:28][C:27]([O:26][CH3:25])=[O:30])[cH:17][cH:18]2)[cH:2][cH:3][cH:4][cH:5][cH:6]1. Starting materials: ClC1=CC=C2C(=CNC2=C1)C(=O)N1CCN(CC1)C1=C(C=CC=C1)OC ((6-chloro-1H-indol-3-yl)-[4-(2-methoxy-phenyl)-piperazin-1-yl]-methanone), ClCCN(C)C ((2-chloro-ethyl)-dimethyl-amine). Product: ClC1=CC=C2C(=CN(C2=C1)CCN(C)C)C(=O)N1CCN(CC1)C1=C(C=CC=C1)OC ([6-Chloro-1-(2-dimethylamino-ethyl)-1H-indol-3-yl]-[4-(2-methoxy-phenyl)-piperazin-1-yl]-methanone). As a reaction SMILES: [Cl:1][C:2]1[CH:10]=[C:9]2[C:5]([C:6]([C:11]([N:13]3[CH2:18][CH2:17][N:16]([C:19]4[CH:24]=[CH:23][CH:22]=[CH:21][C:20]=4[O:25][CH3:26])[CH2:15][CH2:14]3)=[O:12])=[CH:7][NH:8]2)=[CH:4][CH:3]=1.Cl[CH2:28][CH2:29][N:30]([CH3:32])[CH3:31]>>[Cl:1][C:2]1[CH:10]=[C:9]2[C:5]([C:6]([C:11]([N:13]3[CH2:18][CH2:17][N:16]([C:19]4[CH:24]=[CH:23][CH:22]=[CH:21][C:20]=4[O:25][CH3:26])[CH2:15][CH2:14]3)=[O:12])=[CH:7][N:8]2[CH2:28][CH2:29][N:30]([CH3:32])[CH3:31])=[CH:4][CH:3]=1. Reported procedure: Analogous to general procedure II, the alkylation of (6-chloro-1H-indol-3-yl)-[4-(2-methoxy-phenyl)-piperazin-1-yl]-methanone (prepared herein) with (commercially available) (2-chloro-ethyl)-dimethyl-amine gave the title compound. Reactants: [OH-].[Na+] (sodium hydroxide), C(#N)CC(=O)OC (methyl cyanoacetate), Cl (hydrochloric acid), CN(C1=CC=C(C=O)C=C1)C (p-dimethylamino benzaldehyde). Run in aqueous solution, C(C)O (ethanol). Conditions: time 51 hour. The product is C(#N)C(C(=O)O)=CC1=CC=C(C=C1)N(C)C (2-cyano-3-(4-dimethylaminophenyl)-2-propenoic acid). Yield: 27.4%. RXN SMILES: [OH-].[Na+].[C:3]([CH2:5][C:6]([O:8]C)=[O:7])#[N:4].[CH3:10][N:11]([CH3:20])[C:12]1[CH:19]=[CH:18][C:15]([CH:16]=O)=[CH:14][CH:13]=1.Cl>C(O)C>[C:3]([C:5](=[CH:16][C:15]1[CH:18]=[CH:19][C:12]([N:11]([CH3:20])[CH3:10])=[CH:13][CH:14]=1)[C:6]([OH:8])=[O:7])#[N:4] |f:0.1|. Procedure details: In 400 ml of an aqueous solution of 13.77 g of sodium hydroxide, 34.80 g of methyl cyanoacetate was dissolved and 34.01 g of p-dimethylamino benzaldehyde was then added under a nitrogen atmosphere, followed by adding 200 ml of ethanol to obtain a uniform solution. Under reflux, the stirring was continued for 51 hours and the reaction mixture was added to 12 N hydrochloric acid to obtain the precipitates. The resultant solid was repeated twice to recrystallize from a methanol/ethanol mixture to o... Starting materials: N1=CNC2=NC=CC=C21 (3H-imidazo[4,5-b]pyridine), C(C)(=O)O (acetic acid). Reaction conditions: time 3 hour. Product: [N+]1(=CNC2=C1C=CC=N2)[O-] (4-azabenzimidazole-N-oxide). As a reaction SMILES: [N:1]1[C:9]2[C:4](=[N:5][CH:6]=[CH:7][CH:8]=2)[NH:3][CH:2]=1.C(O)(=[O:12])C>>[N+:1]1([O-:12])[C:9]2[CH:8]=[CH:7][CH:6]=[N:5][C:4]=2[NH:3][CH:2]=1. Reported procedure: Mcpba (8.7 g, 50 mmol) was added at room temperature to 3H-imidazo[4,5-b]pyridine (5.0 g, 42 mmol) in acetic acid (84 mL, 1469 mmol). The mixture was stirred for 3 hours. The resulting precipitate was filtered and rinsed with Et2O, it gave 4-azabenzimidazole-N-oxide. To 4-azabenzimidazole-N-oxide (2.00 g, 14.8 mmol) phosphorous oxychloride (25.00 mL, 266 mmol) was added at room temperature. The solution was heated to 90° C. for 18 h. The solution was cooled and the rest POCl3 was distilled off i... Reaction SMILES: [C:17](=[O:18])([OH:19])[O-:20].[Cl:1][CH2:2][c:3]1[n:4][c:5]2[n:6]([cH:7][cH:8][cH:9][c:10]2[C:11](=[O:12])[O:13][CH2:14][CH3:15])[cH:16]1.[ClH:22].[Na+:21]>>[Cl:1][CH2:2][c:3]1[n:4][c:5]2[n:6]([cH:7][cH:8][cH:9][c:10]2[C:11](=[O:12])[OH:13])[cH:16]1. Yields the product O=C(O)c1cccn2cc(CCl)nc12. Reactants: O=C([O-])O, CCOC(=O)c1cccn2cc(CCl)nc12, Cl, [Na+]. Starting materials: C(CC)#N (propionitrile), CC=1OCCN1 (2-methyl-2-oxazoline), C(C)(C)[N-]C(C)C.[Li+] (lithium diisopropylamide). The solvent is O1CCCC1 (tetrahydrofuran), O1CCCC1 (THF). Conditions: temperature -78 celsius. Yields the product NC(=CC1C(NCC1)=O)CC (2 -Amino-1-(4,5-dihydro-2-oxoazolyl)-1-butene). Isolated yield 70.0%. Reaction SMILES: [CH3:1][C:2]1[O:3][CH2:4][CH2:5][N:6]=1.C([N-:10][CH:11]([CH3:13])[CH3:12])(C)C.[Li+].[C:15](#N)CC>O1CCCC1>[NH2:10][C:11]([CH2:13][CH3:15])=[CH:12][CH:1]1[CH2:4][CH2:5][NH:6][C:2]1=[O:3] |f:1.2|. Procedure details: A solution of 2-methyl-2-oxazoline (8.5 g; 0.10 mole) in 100 mL dry tetrahydrofuran (THF) was added via syringe to a stirred suspension of freshly prepared lithium diisopropylamide in 50 mL THF. The suspension was kept stirred under a nitrogen atmosphere at -78° C. for an additional hour after the addition was completed. At this point propionitrile (10 mL; 0.14 mole) was added to the stirred suspension which was then allowed to warm to room temperature with continued stirring. The reaction was t...